describe an organic reaction: reactants, conditions, products, and yield From a dataset of the Open Reaction Database (ORD), a public repository of structured organic reaction records. RXN SMILES: [CH3:15][O:16][c:17]1[cH:18][c:19]([CH2:25][C:26]#[N:27])[cH:20][cH:21][c:22]1[O:23][CH3:24].[CH3:1][O:2][c:3]1[c:4]([CH:5]=[O:6])[cH:7][cH:8][c:9]([O:13][CH3:14])[c:10]1[O:11][CH3:12]>>[CH3:1][O:2][c:3]1[c:4]([CH:5]=[C:25]([c:19]2[cH:18][c:17]([O:16][CH3:15])[c:22]([O:23][CH3:24])[cH:21][cH:20]2)[C:26]#[N:27])[cH:7][cH:8][c:9]([O:13][CH3:14])[c:10]1[O:11][CH3:12]. The reactants are COc1ccc(CC#N)cc1OC, COc1ccc(C=O)c(OC)c1OC. Product: COc1ccc(C(C#N)=Cc2ccc(OC)c(OC)c2OC)cc1OC. The product is COC(=O)NC(=S)Nc1ccccc1NC(=O)CN(C)C. Starting materials: COC(=O)N=C=S, CC#N, CCOCC, Cl, CN(C)CC(=O)Nc1ccccc1N. As a reaction SMILES: [CH3:15][O:16][C:17](=[O:18])[N:19]=[C:20]=[S:21].[CH3:23][C:24]#[N:25].[CH3:26][CH2:27][O:28][CH2:29][CH3:30].[ClH:22].[NH2:1][c:2]1[c:3]([NH:8][C:9]([CH2:10][N:11]([CH3:12])[CH3:13])=[O:14])[cH:4][cH:5][cH:6][cH:7]1>>[NH:1]([c:2]1[c:3]([NH:8][C:9]([CH2:10][N:11]([CH3:12])[CH3:13])=[O:14])[cH:4][cH:5][cH:6][cH:7]1)[C:20]([NH:19][C:17]([O:16][CH3:15])=[O:18])=[S:21].